This data is from the Open Reaction Database (ORD), a public repository of structured organic reaction records. The task is: describe an organic reaction: reactants, conditions, products, and yield Reactants: OC1=C(C=C(C=C1)S(=O)(=O)C)C(C)=O (2'-Hydroxy-5'-methanesulfonylacetophenone), C(C)(=O)N1CCC(CC1)=O (1-acetyl-4-piperidone). The product is C(C)(=O)N1CCC2(CC1)OC1=C(C(C2)=O)C=C(C=C1)S(=O)(=O)C (1'-Acetyl-3,4-dihydro-6-methanesulfonyl-spiro[2H-1-benzopyran-2,4'-piperidine]-4-one). As a reaction SMILES: [OH:1][C:2]1[CH:7]=[CH:6][C:5]([S:8]([CH3:11])(=[O:10])=[O:9])=[CH:4][C:3]=1[C:12](=[O:14])[CH3:13].[C:15]([N:18]1[CH2:23][CH2:22][C:21](=O)[CH2:20][CH2:19]1)(=[O:17])[CH3:16]>>[C:15]([N:18]1[CH2:23][CH2:22][C:21]2([CH2:13][C:12](=[O:14])[C:3]3[CH:4]=[C:5]([S:8]([CH3:11])(=[O:10])=[O:9])[CH:6]=[CH:7][C:2]=3[O:1]2)[CH2:20][CH2:19]1)(=[O:17])[CH3:16]. Procedure details: 2'-Hydroxy-5'-methanesulfonylacetophenone and 1-acetyl-4-piperidone were condensed according to the method of Example 434 to give the ketone as a white solid, m.p. 105°-110° C. Reactants: ClCCl, O=C(Cl)c1ccccc1F, NNc1ccccc1F, O, c1ccncc1. The product is O=C(O)c1ccccc1F. RXN SMILES: [Cl:27][CH2:28][Cl:29].[F:10][c:11]1[c:12]([C:13](=[O:14])[Cl:15])[cH:16][cH:17][cH:18][cH:19]1.[F:1][c:2]1[cH:3][cH:4][cH:5][cH:6][c:7]1[NH:8][NH2:9].[OH2:20].[cH:21]1[cH:22][cH:23][n:24][cH:25][cH:26]1>>[F:10][c:11]1[c:12]([C:13]([OH:14])=[O:20])[cH:16][cH:17][cH:18][cH:19]1. Reactants: NC1=C(C=C(C#N)C=C1)C(F)(F)F (4-Amino-3-trifluoromethylbenzonitrile), ICl (ICl). The solvent is C(Cl)Cl (methylene chloride). Conditions: time 12 hour. The product is NC1=C(C=C(C#N)C=C1C(F)(F)F)I (4-Amino-3-iodo-5-trifluoromethylbenzonitrile). Isolated yield 18.1%. Reaction SMILES: [NH2:1][C:2]1[CH:9]=[CH:8][C:5]([C:6]#[N:7])=[CH:4][C:3]=1[C:10]([F:13])([F:12])[F:11].[I:14]Cl>C(Cl)Cl>[NH2:1][C:2]1[C:3]([C:10]([F:11])([F:12])[F:13])=[CH:4][C:5]([C:6]#[N:7])=[CH:8][C:9]=1[I:14]. Procedure details: 4-Amino-3-trifluoromethylbenzonitrile (100 mg, 0.54 mmol) and ICl (1.1 eq, 0.58 mmol, 96.00 mg) were added methylene chloride. The mixture was stirred for 12 hr. The reaction mixture was purified according to step 2 of Example 8 to give a title compound (30.5 mg, 18.10%).